From a dataset of the Open Reaction Database (ORD), a public repository of structured organic reaction records. describe an organic reaction: reactants, conditions, products, and yield Reactants: O=C([O-])[O-], CI, CN(C)C=O, [Cs+], [Cs+], O=Cc1ccc2c(c1)NC(=O)CO2. As a reaction SMILES: [C:16](=[O:17])([O-:18])[O-:19].[CH3:14][I:15].[CH3:22][N:23]([CH3:24])[CH:25]=[O:26].[Cs+:20].[Cs+:21].[O:1]=[C:2]1[NH:3][c:4]2[c:5]([cH:8][cH:9][c:10]([CH:12]=[O:13])[cH:11]2)[O:6][CH2:7]1>>[O:1]=[C:2]1[N:3]([CH3:16])[c:4]2[c:5]([cH:8][cH:9][c:10]([CH:12]=[O:13])[cH:11]2)[O:6][CH2:7]1. The product is CN1C(=O)COc2ccc(C=O)cc21. Starting materials: C(C)(C)(C)C1=NN=C2N1N=C(C=C2)C#CC2=C(C=C(C=C2)F)F (3-tert-butyl-6-((2,4-difluorophenyl)ethynyl)-[1,2,4]triazolo[4,3-b]pyridazine), OS(=O)(=O)O (H2SO4), [OH-].[Na+] (NaOH). Run in ice water. Run at temperature 90 celsius. Product: C(C)(C)(C)C1=NN=C2N1N=C(C=C2)CC(=O)C2=C(C=C(C=C2)F)F (2-(3-tert-butyl-[1,2,4]triazolo[4,3-b]pyridazin-6-yl)-1-(2,4-difluorophenyl)ethanone). Reaction SMILES: [C:1]([C:5]1[N:9]2[N:10]=[C:11]([C:14]#[C:15][C:16]3[CH:21]=[CH:20][C:19]([F:22])=[CH:18][C:17]=3[F:23])[CH:12]=[CH:13][C:8]2=[N:7][N:6]=1)([CH3:4])([CH3:3])[CH3:2].[OH:24]S(O)(=O)=O.[OH-].[Na+]>>[C:1]([C:5]1[N:9]2[N:10]=[C:11]([CH2:14][C:15]([C:16]3[CH:21]=[CH:20][C:19]([F:22])=[CH:18][C:17]=3[F:23])=[O:24])[CH:12]=[CH:13][C:8]2=[N:7][N:6]=1)([CH3:4])([CH3:2])[CH3:3] |f:2.3|. Reported procedure: To a round bottom flask was added 3-tert-butyl-6-((2,4-difluorophenyl)ethynyl)-[1,2,4]triazolo[4,3-b]pyridazine (0.60 g, 1.92 mmol) and 60% aqueous H2SO4 (8.53 mL, 96 mmol). The reaction mixture was heated to about 90° C. for about 2 h. The reaction mixture was diluted with ice water (10 mL) and it was basified with 50% aqueous NaOH to a pH of about 9. The product was dried over MgSO4, filtered, and concentrated in vacuo to afford 2-(3-tert-butyl-[1,2,4]triazolo[4,3-b]pyridazin-6-yl)-1-(2,4-difl... Procedure details: 10% Palladium on carbon (a catalytic amount) is added carefully to a solution of 4-(benzyloxycarbonyl)amino-1-(tert-butoxycarbonyl)-4-(trifluoromethyl)piperidine (3d) (1 equiv.) in EtOH, and the mixture is shaken under H2 (50 psi) on a Parr apparatus. When the reaction is complete, the solution is filtered through a pad of celite®, and the filter pad is washed with EtOH. The filtrate is concentrated to yield the title compound. Product: NC1(CCN(CC1)C(=O)OC(C)(C)C)C(F)(F)F (4-Amino-1-(tert-butoxycarbonyl)-4-(trifluoromethyl)piperidine). Reaction SMILES: C(OC([NH:11][C:12]1([C:25]([F:28])([F:27])[F:26])[CH2:17][CH2:16][N:15]([C:18]([O:20][C:21]([CH3:24])([CH3:23])[CH3:22])=[O:19])[CH2:14][CH2:13]1)=O)C1C=CC=CC=1>[Pd].CCO>[NH2:11][C:12]1([C:25]([F:28])([F:26])[F:27])[CH2:13][CH2:14][N:15]([C:18]([O:20][C:21]([CH3:24])([CH3:22])[CH3:23])=[O:19])[CH2:16][CH2:17]1. Reagents/catalysts: [Pd] (Palladium on carbon). Starting materials: C(C1=CC=CC=C1)OC(=O)NC1(CCN(CC1)C(=O)OC(C)(C)C)C(F)(F)F (4-(benzyloxycarbonyl)amino-1-(tert-butoxycarbonyl)-4-(trifluoromethyl)piperidine). The solvent is CCO (EtOH). Reactants: (2S)-3-(4-hydroxy-phenyl)-2-methoxy-propionic acid ester, C(C)(C)(C)OC(C(C)(C)Br)=O (2-bromo-2-methyl-propionic acid tert-butyl ester), C(C)OC([C@H](CC1=CC=C(C=C1)OCC(=O)OC(C)(C)C)OC)=O ((2S)-3-(4-tert-butoxycarbonylmethoxy-phenyl)-2-methoxy-propionic acid ethyl ester). Product: C(C)OC([C@H](CC1=CC=C(C=C1)OC(C)(C)C(=O)OC(C)(C)C)OC)=O ((2S)-3-[4-(1-tert-butoxycarbonyl-1-methyl-ethoxy)-phenyl]-2-methoxy-propionic acid ethyl ester). Reaction SMILES: [C:1]([O:5][C:6](=[O:11])[C:7](Br)([CH3:9])[CH3:8])([CH3:4])([CH3:3])[CH3:2].[CH2:12]([O:14][C:15](=[O:35])[C@@H:16]([O:33][CH3:34])[CH2:17][C:18]1[CH:23]=[CH:22][C:21]([O:24]CC(OC(C)(C)C)=O)=[CH:20][CH:19]=1)[CH3:13]>>[CH2:12]([O:14][C:15](=[O:35])[C@@H:16]([O:33][CH3:34])[CH2:17][C:18]1[CH:19]=[CH:20][C:21]([O:24][C:7]([C:6]([O:5][C:1]([CH3:4])([CH3:3])[CH3:2])=[O:11])([CH3:9])[CH3:8])=[CH:22][CH:23]=1)[CH3:13]. Procedure details: The title compound was prepared from (2S)-3-(4-hydroxy-phenyl)-2-methoxy-propionic acid ester (Preparation 1) and 2-bromo-2-methyl-propionic acid tert-butyl ester via the same procedure used to prepare (2S)-3-(4-tert-butoxycarbonylmethoxy-phenyl)-2-methoxy-propionic acid ethyl ester (example 121, step 1) to produce a yellow oil. Starting materials: CC(=O)N(CCCN1C(=O)c2ccccc2C1=O)c1ccc(-c2cc(=O)c3c(N)ccc(F)c3o2)cc1, Cl, [Na+], C1COCCO1, [OH-], O. The product is Nc1ccc(F)c2oc(-c3ccc(NCCCN4C(=O)c5ccccc5C4=O)cc3)cc(=O)c12. Reaction SMILES: [C:1](=[O:2])([CH3:3])[N:4]([CH2:5][CH2:6][CH2:7][N:8]1[C:9](=[O:18])[c:10]2[c:11]([cH:14][cH:15][cH:16][cH:17]2)[C:12]1=[O:13])[c:19]1[cH:20][cH:21][c:22](-[c:25]2[o:26][c:27]3[c:28]([c:29](=[O:31])[cH:30]2)[c:32]([NH2:37])[cH:33][cH:34][c:35]3[F:36])[cH:23][cH:24]1.[ClH:38].[Na+:40].[O:42]1[CH2:43][CH2:44][O:45][CH2:46][CH2:47]1.[OH-:39].[OH2:41]>>[NH:4]([CH2:5][CH2:6][CH2:7][N:8]1[C:9](=[O:18])[c:10]2[c:11]([cH:14][cH:15][cH:16][cH:17]2)[C:12]1=[O:13])[c:19]1[cH:20][cH:21][c:22](-[c:25]2[o:26][c:27]3[c:28]([c:29](=[O:31])[cH:30]2)[c:32]([NH2:37])[cH:33][cH:34][c:35]3[F:36])[cH:23][cH:24]1. The product is C(C1=CC=CC=C1)OC(N[C@@H](CC(C)C)C(NCCC=O)=O)=O ([(1S)-3-methyl-1-(3-oxo-propylcarbamoyl)-butyl]-carbamic acid benzyl ester). RXN SMILES: [CH2:1]([O:8][C:9](=[O:28])[NH:10][C@H:11]([C:16](=[O:27])[NH:17][CH2:18][CH2:19][CH:20](OCC)[O:21]CC)[CH2:12][CH:13]([CH3:15])[CH3:14])[C:2]1[CH:7]=[CH:6][CH:5]=[CH:4][CH:3]=1.Cl>O1CCCC1>[CH2:1]([O:8][C:9](=[O:28])[NH:10][C@H:11]([C:16](=[O:27])[NH:17][CH2:18][CH2:19][CH:20]=[O:21])[CH2:12][CH:13]([CH3:15])[CH3:14])[C:2]1[CH:7]=[CH:6][CH:5]=[CH:4][CH:3]=1. The yield is 113.1%. Solvent: O1CCCC1 (tetrahydrofuran). The reactants are C(C1=CC=CC=C1)OC(N[C@@H](CC(C)C)C(NCCC(OCC)OCC)=O)=O ([(1S)-1-(3,3-diethoxy-propylcarbamoyl)-3-methyl-butyl]-carbamic acidbenzyl ester), Cl (hydrochloric acid). Procedure details: By using an analogous procedure to that described for Reference Example 14, [(1S)-1-(3,3-diethoxy-propylcarbamoyl)-3-methyl-butyl]-carbamic acid benzyl ester (1.0 g, 2.5 mmol, obtained from Reference Example 15) in tetrahydrofuran was reacted with 0.5N hydrochloric acid (5 mL) for 15 min, to provide [(1S)-3-methyl-1-(3-oxo-propylcarbamoyl)-butyl]-carbamic acid benzyl ester (906 mg, 100%) as a white solid. The reactants are N#CCBr, COc1cc(O)c2c3c(C(N)=O)cccc3n(Cc3ccccc3)c2c1, C1CCOC1, CCOC(C)=O, [H-], [Na+], CN(C)C=O. The product is COc1cc(OCC#N)c2c3c(C(N)=O)cccc3n(Cc3ccccc3)c2c1. RXN SMILES: [Br:29][CH2:30][C:31]#[N:32].[CH2:1]([c:2]1[cH:3][cH:4][cH:5][cH:6][cH:7]1)[n:8]1[c:9]2[cH:10][c:11]([O:25][CH3:26])[cH:12][c:13]([OH:24])[c:14]2[c:15]2[c:16]([C:21](=[O:22])[NH2:23])[cH:17][cH:18][cH:19][c:20]12.[CH2:38]1[O:39][CH2:40][CH2:41][CH2:42]1.[CH3:43][CH2:44][O:45][C:46]([CH3:47])=[O:48].[H-:28].[Na+:27].[O:33]=[CH:34][N:35]([CH3:36])[CH3:37]>>[CH2:1]([c:2]1[cH:3][cH:4][cH:5][cH:6][cH:7]1)[n:8]1[c:9]2[cH:10][c:11]([O:25][CH3:26])[cH:12][c:13]([O:24][CH2:30][C:31]#[N:32])[c:14]2[c:15]2[c:16]([C:21](=[O:22])[NH2:23])[cH:17][cH:18][cH:19][c:20]12. Reactants: Cl (HCl), [O-]C#N.[Na+] (sodium cyanate), C(CC)N[C@@H](CCCCCN(CCC1=CC=C(C=C1)N)C(=O)OCC1=CC=CC=C1)C1CC2=CC=C(C(=C2CC1)OCC1=CC=CC=C1)OCC1=CC=CC=C1 ((S)-N-propyl-[5,6-di(phenylmethoxy)-1,2,3,4-tetrahydro-2-naphthyl]-N'-phenylmethoxycarbonyl-N'-[2-(4-aminophenyl)ethyl]-1,6-hexanediamine). The solvent is ClC1=CC=CC=C1 (chlorobenzene). The product is C(CC)N[C@@H](CCCCCN(CCC1=CC=C(C=C1)NC(=O)N)C(=O)OCC1=CC=CC=C1)C1CC2=CC=C(C(=C2CC1)OCC1=CC=CC=C1)OCC1=CC=CC=C1 ((S)-N-propyl-[5,6-di(phenylmethoxy)-1,2,3,4-tetrahydro-2-naphthyl]-N'-phenylmethoxycarbonyl-N'-[2-(4-aminocarbonylaminophenyl)ethyl]-1,6-hexanediamine). As a reaction SMILES: Cl.[O-:2][C:3]#[N:4].[Na+].[CH2:6]([NH:9][C@H:10]([CH:36]1[CH2:45][CH2:44][C:43]2[C:38](=[CH:39][CH:40]=[C:41]([O:54][CH2:55][C:56]3[CH:61]=[CH:60][CH:59]=[CH:58][CH:57]=3)[C:42]=2[O:46][CH2:47][C:48]2[CH:53]=[CH:52][CH:51]=[CH:50][CH:49]=2)[CH2:37]1)[CH2:11][CH2:12][CH2:13][CH2:14][CH2:15][N:16]([C:26]([O:28][CH2:29][C:30]1[CH:35]=[CH:34][CH:33]=[CH:32][CH:31]=1)=[O:27])[CH2:17][CH2:18][C:19]1[CH:24]=[CH:23][C:22]([NH2:25])=[CH:21][CH:20]=1)[CH2:7][CH3:8]>ClC1C=CC=CC=1>[CH2:6]([NH:9][C@H:10]([CH:36]1[CH2:45][CH2:44][C:43]2[C:38](=[CH:39][CH:40]=[C:41]([O:54][CH2:55][C:56]3[CH:57]=[CH:58][CH:59]=[CH:60][CH:61]=3)[C:42]=2[O:46][CH2:47][C:48]2[CH:49]=[CH:50][CH:51]=[CH:52][CH:53]=2)[CH2:37]1)[CH2:11][CH2:12][CH2:13][CH2:14][CH2:15][N:16]([C:26]([O:28][CH2:29][C:30]1[CH:35]=[CH:34][CH:33]=[CH:32][CH:31]=1)=[O:27])[CH2:17][CH2:18][C:19]1[CH:20]=[CH:21][C:22]([NH:25][C:3]([NH2:4])=[O:2])=[CH:23][CH:24]=1)[CH2:7][CH3:8] |f:1.2|. Reported procedure: Concentrated HCl (0.7 g; 7.1 mmoles) and sodium cyanate (0.38 g; 5.8 mmoles) were added at room temperature to a stirred solution of Intermediate 64 (2.2 g; 2.9 mmoles), prepared as described in example 32, in chlorobenzene (20 ml) under nitrogen. Run in O1CCCC1.O (tetrahydrofuran water). The yield is 34.0%. Reported procedure: To 1.31 g (3.77 mmol) of methyl(2S)-2-({[(1-benzylcyclopentyl)oxy]carbonyl}amino)hexanoate in 12 mL of tetrahydrofuran:water (1:1) was added 221.5 mg (5.28 mmol) of lithium hydroxide monohydrate and the mixture was stirred at room temperature for 4 h. The solution was concentrated and extracted with ethyl acetate. The aqueous layer was acidified with 1 N hydrochloric acid and extracted with ethyl acetate. The organic layer was dried over magnesium sulfate, filtered, and concentrated. The residue... The reagents and catalysts are CN(C1=CC=NC=C1)C (DMAP). The product is C(#N)C(C(=O)[C@H](CCCC)NC(OC1(CCCC1)CC1=CC=CC=C1)=O)=P(C1=CC=CC=C1)(C1=CC=CC=C1)C1=CC=CC=C1 (1-benzylcyclopentyl(1S)-1-[cyano(triphenylphosphoranylidene)acetyl]pentylcarbamate). As a reaction SMILES: [CH2:1]([C:8]1([O:13][C:14]([NH:16][C@@H:17]([CH2:22][CH2:23][CH2:24][CH3:25])[C:18](OC)=[O:19])=[O:15])[CH2:12][CH2:11][CH2:10][CH2:9]1)[C:2]1[CH:7]=[CH:6][CH:5]=[CH:4][CH:3]=1.O.[OH-].[Li+].[C:29]1([P:35](=[CH:48][C:49]#[N:50])([C:42]2[CH:47]=[CH:46][CH:45]=[CH:44][CH:43]=2)[C:36]2[CH:41]=[CH:40][CH:39]=[CH:38][CH:37]=2)[CH:34]=[CH:33][CH:32]=[CH:31][CH:30]=1.O>O1CCCC1.O.CN(C)C1C=CN=CC=1>[C:49]([C:48](=[P:35]([C:36]1[CH:41]=[CH:40][CH:39]=[CH:38][CH:37]=1)([C:42]1[CH:47]=[CH:46][CH:45]=[CH:44][CH:43]=1)[C:29]1[CH:30]=[CH:31][CH:32]=[CH:33][CH:34]=1)[C:18]([C@@H:17]([NH:16][C:14](=[O:15])[O:13][C:8]1([CH2:1][C:2]2[CH:7]=[CH:6][CH:5]=[CH:4][CH:3]=2)[CH2:12][CH2:11][CH2:10][CH2:9]1)[CH2:22][CH2:23][CH2:24][CH3:25])=[O:19])#[N:50] |f:1.2.3,6.7|. Reaction conditions: time 4 hour. Reactants: 1-ethyl-3-(3-dimethyl-aminopropyl)carbodiimide, O (Water), C(C1=CC=CC=C1)C1(CCCC1)OC(=O)N[C@H](C(=O)OC)CCCC (methyl(2S)-2-({[(1-benzylcyclopentyl)oxy]carbonyl}amino)hexanoate), O.[OH-].[Li+] (lithium hydroxide monohydrate), C1(=CC=CC=C1)P(C1=CC=CC=C1)(C1=CC=CC=C1)=CC#N ((triphenylphosphoranylidene)acetonitrile).